From a dataset of the Open Reaction Database (ORD), a public repository of structured organic reaction records. describe an organic reaction: reactants, conditions, products, and yield Conditions: temperature 5 celsius, time 1.5 hour. Starting materials: C(C)O (ethanol), N(=O)[O-].[Na+] (sodium nitrite), C(CC(C)(C)C)NC(=O)NCCCl (1-neohexyl-3-(2-chloroethyl) urea). Procedure details: A 2.07 g (10 mmol) quantity of 1-neohexyl-3-(2-chloroethyl) urea was dissolved in 15 ml of concentrated HCl:ethanol, 2:1, at 10° C., and 690 mg (10 mmol) sodium nitrite dissolved in 3 ml of water was added. Stirring at 5° C. continued for 1.5 hrs. and the precipitate was washed with four 25 ml portions of distilled water. After drying in vacuo overnight, 1.7 g (74%) of the product was obtained which melted at 43.0°-43.5° C. (decomposes). IR analysis showed peaks at 1705/cm (C=O) and 1525/cm (C--... Product: C(CC(C)(C)C)NC(=O)N(N=O)CCCl (1-Neohexyl-3-(2-Chloroethyl)-3-Nitrosourea). Solvent: O (water), Cl (HCl). Yield: 74.0%. Reaction SMILES: [CH2:1]([NH:7][C:8]([NH:10][CH2:11][CH2:12][Cl:13])=[O:9])[CH2:2][C:3]([CH3:6])([CH3:5])[CH3:4].C(O)C.[N:17]([O-])=[O:18].[Na+]>Cl.O>[CH2:1]([NH:7][C:8]([N:10]([CH2:11][CH2:12][Cl:13])[N:17]=[O:18])=[O:9])[CH2:2][C:3]([CH3:6])([CH3:5])[CH3:4] |f:2.3|.